Task: describe an organic reaction: reactants, conditions, products, and yield. Dataset: the Open Reaction Database (ORD), a public repository of structured organic reaction records Starting materials: [F-].[NH4+] (ammonium fluoride), NC1=C2C=CC(NC2=CC(=C1)F)=O (5-Amino-7-fluoro-1H-quinolin-2-one), ClC1=C(C(=C(C=C1)C(C(C(F)(F)F)(O)COCC)=O)OC)F (1-(4-Chloro-3-fluoro-2-methoxyphenyl)-3,3,3-trifluoro-2-ethoxymethyl-2-hydroxy propan-1-one), C(C)(=O)O (acetic acid). The reagents and catalysts are CCCCO.CCCCO.CCCCO.CCCCO.[Ti] (tetrabutyl orthotitanate). Run in C(C)(=O)OCC (Ethyl acetate), C1(=CC=CC=C1)C (toluene), O1CCOCC1 (1,4-dioxane). Reaction conditions: time 30 minute. The product is ClC1=C(C(=C(C=C1)C(C(C(F)(F)F)(O)COCC)=NC1=C2C=CC(NC2=CC(=C1)F)=O)OC)F (5-{[1-(4-Chloro-3-fluoro-2-methoxyphenyl)-3,3,3-trifluoro-2-ethoxymethyl-2-hydroxypropylidene]amino}-7-fluoro-1H-quinolin-2-one). As a reaction SMILES: [NH2:1][C:2]1[CH:11]=[C:10]([F:12])[CH:9]=[C:8]2[C:3]=1[CH:4]=[CH:5][C:6](=[O:13])[NH:7]2.[Cl:14][C:15]1[CH:20]=[CH:19][C:18]([C:21](=O)[C:22]([CH2:28][O:29][CH2:30][CH3:31])([OH:27])[C:23]([F:26])([F:25])[F:24])=[C:17]([O:33][CH3:34])[C:16]=1[F:35].C(O)(=O)C.[F-].[NH4+]>C1(C)C=CC=CC=1.O1CCOCC1.CCCCO.CCCCO.CCCCO.CCCCO.[Ti].C(OCC)(=O)C>[Cl:14][C:15]1[CH:20]=[CH:19][C:18]([C:21](=[N:1][C:2]2[CH:11]=[C:10]([F:12])[CH:9]=[C:8]3[C:3]=2[CH:4]=[CH:5][C:6](=[O:13])[NH:7]3)[C:22]([CH2:28][O:29][CH2:30][CH3:31])([OH:27])[C:23]([F:26])([F:25])[F:24])=[C:17]([O:33][CH3:34])[C:16]=1[F:35] |f:3.4,7.8.9.10.11|. Reported procedure: 285 mg (0.95 mmol) (4-Chloro-3-fluoro-2-methoxyphenyl)[2-(trifluoromethyl)-oxiranyl]methanone obtained in example 12 are stirred with 622 mg (1.9 mmol) Caesium carbonate in 8 ml ethanol. The reaction is quenched by addition of water after 1 day. The aqueous layer is extracted with ethyl acetate, the combined organic phases are washed with brine, dried over sodium sulphate and then evaporated to yield 173 mg 1-(4-Chloro-3-fluoro-2-methoxyphenyl)-3,3,3-trifluoro-2-ethoxymethyl-2-hydroxy propan-1-o... The reactants are C([O-])([O-])=O.[K+].[K+] (Potassium carbonate), BrC1=NC=C(C=C1)C(F)(F)F (2-bromo-5-trifluoromethylpyridine), OC1=CC=C(C=C1)C(=O)OCC (ethyl 4-hydroxybenzenecarboxylate). Run in C(C)#N (acetonitrile). Product: FC(C=1C=CC(=NC1)OC1=CC=C(C=C1)C(=O)OCC)(F)F (Ethyl 4-(5-trifluoromethylpyridin-2-yloxy)benzenecarboxylate). Yield: 79.7%. Reaction SMILES: C(=O)([O-])[O-].[K+].[K+].Br[C:8]1[CH:13]=[CH:12][C:11]([C:14]([F:17])([F:16])[F:15])=[CH:10][N:9]=1.[OH:18][C:19]1[CH:24]=[CH:23][C:22]([C:25]([O:27][CH2:28][CH3:29])=[O:26])=[CH:21][CH:20]=1>C(#N)C>[F:15][C:14]([F:17])([F:16])[C:11]1[CH:12]=[CH:13][C:8]([O:18][C:19]2[CH:20]=[CH:21][C:22]([C:25]([O:27][CH2:28][CH3:29])=[O:26])=[CH:23][CH:24]=2)=[N:9][CH:10]=1 |f:0.1.2|. Procedure: Potassium carbonate (1.4 g) and 2-bromo-5-trifluoromethylpyridine (450 mg) were added to an acetonitrile solution (10 mL) of ethyl 4-hydroxybenzenecarboxylate (221 mg), and heated overnight under reflux. The reaction solution was concentrated under reduced pressure, water was added to the residue and extracted with ethyl acetate. The organic layer was dried with anhydrous magnesium sulfate, and the solvent was evaporated off under reduced pressure. The resulting residue was purified through sili...